This data is from the Open Reaction Database (ORD), a public repository of structured organic reaction records. The task is: describe an organic reaction: reactants, conditions, products, and yield Starting materials: CC(C)=O, COc1cc(C(=O)Cl)cc(OC)c1OC, Nc1cc(C(=O)c2ccccc2)ccc1N1CCOCC1, O. Yields the product COc1cc(C(=O)Nc2cc(C(=O)c3ccccc3)ccc2N2CCOCC2)cc(OC)c1OC. As a reaction SMILES: [CH3:22][C:23](=[O:24])[CH3:25].[CH3:26][O:27][c:28]1[cH:29][c:30]([C:31](=[O:32])[Cl:33])[cH:34][c:35]([O:39][CH3:40])[c:36]1[O:37][CH3:38].[NH2:1][c:2]1[cH:3][c:4]([C:5](=[O:6])[c:7]2[cH:8][cH:9][cH:10][cH:11][cH:12]2)[cH:13][cH:14][c:15]1[N:16]1[CH2:17][CH2:18][O:19][CH2:20][CH2:21]1.[OH2:41]>>[NH:1]([c:2]1[cH:3][c:4]([C:5](=[O:6])[c:7]2[cH:8][cH:9][cH:10][cH:11][cH:12]2)[cH:13][cH:14][c:15]1[N:16]1[CH2:17][CH2:18][O:19][CH2:20][CH2:21]1)[C:31]([c:30]1[cH:29][c:28]([O:27][CH3:26])[c:36]([O:37][CH3:38])[c:35]([O:39][CH3:40])[cH:34]1)=[O:32]. As a reaction SMILES: [NH2:1][C@@H:2]([CH2:20][O:21][CH2:22][C:23]1[CH:28]=[CH:27][CH:26]=[CH:25][CH:24]=1)[C:3]([NH:5][C:6]1[CH:11]=[CH:10][C:9]([O:12][C:13]2[CH:18]=[CH:17][C:16]([F:19])=[CH:15][CH:14]=2)=[CH:8][CH:7]=1)=[O:4].Cl.[N:30]1([CH2:35][C:36](O)=[O:37])[CH:34]=[N:33][CH:32]=[N:31]1>>[N:30]1([CH2:35][C:36]([NH:1][C@@H:2]([CH2:20][O:21][CH2:22][C:23]2[CH:24]=[CH:25][CH:26]=[CH:27][CH:28]=2)[C:3]([NH:5][C:6]2[CH:7]=[CH:8][C:9]([O:12][C:13]3[CH:18]=[CH:17][C:16]([F:19])=[CH:15][CH:14]=3)=[CH:10][CH:11]=2)=[O:4])=[O:37])[CH:34]=[N:33][CH:32]=[N:31]1 |f:1.2|. Procedure details: Proceeding as in Example 1, but substituting (S)-2-amino-3-(benzyloxy)-N-(4-(4-fluorophenoxy)phenyl)propanamide and 2-(1H-1,2,4-triazol-1-yl)acetic acid hydrochloride, gave Compound 149, (S)-2-(2-(1H-1,2,4-triazol-1-yl)acetamido)-3-benzyloxy-N-(4-(4-fluorophenoxy)phenyl)propanamide (45 mg, 66%). Major isomer: 1H-NMR (400 MHz, DMSO-D6): σ 10.26 (br s, 1H), 8.84-8.78 (d, 1H), 8.48 (s, 1H) 7.96 (s, 2H), 7.63-7.59 (d, 2H), 7.32-7.28 (m, 5H), 7.23-7.19 (t, 2H), 7.04-6.98 (m, 4H), 5.03 (s, 2H), 4.76-4... Starting materials: N[C@H](C(=O)NC1=CC=C(C=C1)OC1=CC=C(C=C1)F)COCC1=CC=CC=C1 ((S)-2-amino-3-(benzyloxy)-N-(4-(4-fluorophenoxy)phenyl)propanamide), Cl.N1(N=CN=C1)CC(=O)O (2-(1H-1,2,4-triazol-1-yl)acetic acid hydrochloride). Yield: 66.0%. The product is Compound 149, N1(N=CN=C1)CC(=O)N[C@H](C(=O)NC1=CC=C(C=C1)OC1=CC=C(C=C1)F)COCC1=CC=CC=C1 ((S)-2-(2-(1H-1,2,4-triazol-1-yl)acetamido)-3-benzyloxy-N-(4-(4-fluorophenoxy)phenyl)propanamide). The reactants are CN(C)C=NC=1N(C=CN1)CC=C (2-(Dimethylaminomethylene)amino-1-(2-propenyl)imidazole). The solvent is Cl (hydrochloric acid). Yields the product NC=1N(C=CN1)CC=C (2-amino-1-(2-propenyl)imidazole). As a reaction SMILES: CN(C=[N:5][C:6]1[N:7]([CH2:11][CH:12]=[CH2:13])[CH:8]=[CH:9][N:10]=1)C>Cl>[NH2:5][C:6]1[N:7]([CH2:11][CH:12]=[CH2:13])[CH:8]=[CH:9][N:10]=1. Procedure details: 2-(Dimethylaminomethylene)amino-1-(2-propenyl)imidazole (0.2 g) was dissolved in 6N hydrochloric acid (5 ml), and the solution was heated under reflux for 1 hour. The solvent was evaporated under reduced pressure, and the resulting residue was dissolved in aqueous saturated sodium carbonate solution (1 ml). The solution was concentrated under reduced pressure, the organic compounds were extracted with chloroform, and the solvent was evaporated under reduced pressure. The resulting residue was pu... Reactants: O=C([O-])O, CCO, [Na+], Cc1c(C)c2c(c(C)c1NC(=O)OC(C)(C)C)CC(C)(CN1CCC(CCNC(c3ccccc3)c3ccccc3)CC1)O2. RXN SMILES: [C:45](=[O:46])([O-:47])[OH:48].[CH3:50][CH2:51][OH:52].[Na+:49].[c:1]1([CH:7]([c:8]2[cH:9][cH:10][cH:11][cH:12][cH:13]2)[NH:14][CH2:15][CH2:16][CH:17]2[CH2:18][CH2:19][N:20]([CH2:23][C:24]3([CH3:44])[O:25][c:26]4[c:27]([c:29]([CH3:43])[c:30]([NH:35][C:36](=[O:37])[O:38][C:39]([CH3:40])([CH3:41])[CH3:42])[c:31]([CH3:34])[c:32]4[CH3:33])[CH2:28]3)[CH2:21][CH2:22]2)[cH:2][cH:3][cH:4][cH:5][cH:6]1>>[c:1]1([CH:7]([c:8]2[cH:9][cH:10][cH:11][cH:12][cH:13]2)[NH:14][CH2:15][CH2:16][CH:17]2[CH2:18][CH2:19][N:20]([CH2:23][C:24]3([CH3:44])[O:25][c:26]4[c:27]([c:29]([CH3:43])[c:30]([NH2:35])[c:31]([CH3:34])[c:32]4[CH3:33])[CH2:28]3)[CH2:21][CH2:22]2)[cH:2][cH:3][cH:4][cH:5][cH:6]1. Yields the product Cc1c(C)c2c(c(C)c1N)CC(C)(CN1CCC(CCNC(c3ccccc3)c3ccccc3)CC1)O2. The product is COc1ccc(C(=O)O)c(N)c1. Reactants: COc1ccc(C(=O)O)c([N+](=O)[O-])c1, CN(C)C=O. RXN SMILES: [N+:1]([O-:2])(=[O:3])[c:4]1[c:5]([C:6](=[O:7])[OH:8])[cH:9][cH:10][c:11]([O:13][CH3:14])[cH:12]1.[O:15]=[CH:16][N:17]([CH3:18])[CH3:19]>>[NH2:1][c:4]1[c:5]([C:6](=[O:7])[OH:8])[cH:9][cH:10][c:11]([O:13][CH3:14])[cH:12]1.